Dataset: the Open Reaction Database (ORD), a public repository of structured organic reaction records. Task: describe an organic reaction: reactants, conditions, products, and yield Reactants: CN1C(CCC1)=O (1-methyl-2-pyrrolidone), FC=1C=C2CCC(C2=CC1)=O (5-fluoroindanone), N1CCOCC1 (morpholine), O (Water). The solvent is C(C)(=O)OCC (ethyl acetate). The product is N1(CCOCC1)C=1C=C2CCC(C2=CC1)=O (5-morpholin-4-yl-indan-1-one). Isolated yield 77.2%. Reaction SMILES: CN1CCCC1=O.F[C:9]1[CH:10]=[C:11]2[C:15](=[CH:16][CH:17]=1)[C:14](=[O:18])[CH2:13][CH2:12]2.[NH:19]1[CH2:24][CH2:23][O:22][CH2:21][CH2:20]1.O>C(OCC)(=O)C>[N:19]1([C:9]2[CH:10]=[C:11]3[C:15](=[CH:16][CH:17]=2)[C:14](=[O:18])[CH2:13][CH2:12]3)[CH2:24][CH2:23][O:22][CH2:21][CH2:20]1. Procedure details: A 1-methyl-2-pyrrolidone (10 mL) solution of 5-fluoroindanone (1.97 g) and morpholine (1.71 g) was agitated at 100° C. for 26 hours and 30 minutes. Water and ethyl acetate were added to the reaction solution, and the organic layer was partitioned. After the obtained organic layer was washed with a saturated saline solution, it was dried over anhydrous magnesium sulfate and concentrated under reduced pressure. The residue was purified by silica gel chromatography (elution solvent: heptane-ethyl a... Starting materials: CC1CCCC(C)N1, CCO, COCCOc1ccccc1OCC(O)CCl. Yields the product COCCOc1ccccc1OCC(O)CN1C(C)CCCC1C. RXN SMILES: [CH3:18][CH:19]1[NH:20][CH:21]([CH3:25])[CH2:22][CH2:23][CH2:24]1.[CH3:26][CH2:27][OH:28].[Cl:1][CH2:2][CH:3]([CH2:4][O:5][c:6]1[c:7]([O:12][CH2:13][CH2:14][O:15][CH3:16])[cH:8][cH:9][cH:10][cH:11]1)[OH:17]>>[CH2:2]([CH:3]([CH2:4][O:5][c:6]1[c:7]([O:12][CH2:13][CH2:14][O:15][CH3:16])[cH:8][cH:9][cH:10][cH:11]1)[OH:17])[N:20]1[CH:19]([CH3:18])[CH2:24][CH2:23][CH2:22][CH:21]1[CH3:25]. Reactants: CC(C)NO, Cl, O=C(O)c1cc2ccn(Cc3ccc(F)cc3)c2cn1. The product is CC(C)N(O)C(=O)c1cc2ccn(Cc3ccc(F)cc3)c2cn1. RXN SMILES: [CH:22]([CH3:23])([CH3:24])[NH:25][OH:26].[ClH:21].[F:1][c:2]1[cH:3][cH:4][c:5]([CH2:6][n:7]2[cH:8][cH:9][c:10]3[c:11]2[cH:12][n:13][c:14]([C:16](=[O:17])[OH:18])[cH:15]3)[cH:19][cH:20]1>>[F:1][c:2]1[cH:3][cH:4][c:5]([CH2:6][n:7]2[cH:8][cH:9][c:10]3[c:11]2[cH:12][n:13][c:14]([C:16](=[O:18])[N:25]([CH:22]([CH3:23])[CH3:24])[OH:26])[cH:15]3)[cH:19][cH:20]1. Reactants: O=C(O)C(=O)O, c1ccc(COc2nn(CCN3CCCCC3)cc2-c2ccccc2)cc1, CCO, Cl. Yields the product Cl, Oc1nn(CCN2CCCCC2)cc1-c1ccccc1. Reaction SMILES: [C:1]([OH:2])(=[O:3])[C:4]([OH:5])=[O:6].[CH2:7]([c:8]1[cH:9][cH:10][cH:11][cH:12][cH:13]1)[O:14][c:15]1[n:16][n:17]([CH2:26][CH2:27][N:28]2[CH2:29][CH2:30][CH2:31][CH2:32][CH2:33]2)[cH:18][c:19]1-[c:20]1[cH:21][cH:22][cH:23][cH:24][cH:25]1.[CH3:35][CH2:36][OH:37].[ClH:34]>>[ClH:34].[OH:14][c:15]1[n:16][n:17]([CH2:26][CH2:27][N:28]2[CH2:29][CH2:30][CH2:31][CH2:32][CH2:33]2)[cH:18][c:19]1-[c:20]1[cH:21][cH:22][cH:23][cH:24][cH:25]1. Reactants: O=[Bi], CC(=O)O, O=C(c1ccccc1)C(O)c1ccccc1. Yields the product O=C(C(=O)c1ccccc1)c1ccccc1. As a reaction SMILES: [Bi:17]=[O:18].[CH3:19][C:20](=[O:21])[OH:22].[OH:1][CH:2]([C:3](=[O:4])[c:5]1[cH:6][cH:7][cH:8][cH:9][cH:10]1)[c:11]1[cH:12][cH:13][cH:14][cH:15][cH:16]1>>[O:1]=[C:2]([C:3](=[O:4])[c:5]1[cH:6][cH:7][cH:8][cH:9][cH:10]1)[c:11]1[cH:12][cH:13][cH:14][cH:15][cH:16]1. Reactants: OC=1C=C(C=O)C=CC1O (3,4-Dihydroxybenzaldehyde), C(C(C)(C)C)(=O)OCCl (pivalyloxymethyl chloride), C(C(C)(C)C)(=O)OCCl (pivalyloxymethyl chloride), O (water). Run in CN(C)C=O (DMF), C(C)N(CC)CC (triethylamine), C(C)N(CC)CC (triethylamine). Run at time 5 day. Yields the product C(C(C)(C)C)(=O)OC=1C=C(C=O)C=CC1OCOC(C(C)(C)C)=O (3-Pivalyloxy-4-pivalyloxymethoxybenzaldehyde). Reaction SMILES: [OH:1][C:2]1[CH:3]=[C:4]([CH:7]=[CH:8][C:9]=1[OH:10])[CH:5]=[O:6].[OH2:11].[C:12]([O:18][CH2:19]Cl)(=[O:17])[C:13]([CH3:16])([CH3:15])[CH3:14]>CN(C=O)C.C(N(CC)CC)C>[C:12]([O:1][C:2]1[CH:3]=[C:4]([CH:7]=[CH:8][C:9]=1[O:10][CH2:19][O:18][C:12](=[O:17])[C:13]([CH3:16])([CH3:15])[CH3:14])[CH:5]=[O:6])(=[O:11])[C:13]([CH3:16])([CH3:15])[CH3:14]. Procedure details: 3,4-Dihydroxybenzaldehyde (27.6 g, 0.2 mol) was dissolved in 100 mL of DMF with 45 mL of triethylamine and 40 mL of pivalyloxymethyl chloride. The mixture was stirred at room temperature for five days. After one day 20 mL of pivalyloxymethyl chloride and 20 ml of triethylamine were added to the mixture. The mixture was then poured into 600 mL of water. The water was extracted with 600 mL of CH2Cl2 and twice with 500 mL of ether. The organic layers were concentrated and that residue was chromatog... The reactants are ClC=1C=C(C=NC1)O (5-chloro-3-hydroxypyridine), [OH-].[K+] (KOH), S(=O)(=O)(OC[C@@H]1N(CC1)C(=O)OC(C)(C)C)C1=CC=C(C)C=C1 (1-t-Butoxycarbonyl-2-(R)-azetidinylmethyl tosylate). Solvent: CN(C)C=O (DMF). Reaction conditions: temperature 80 celsius, time 16 hour. Product: C(C)(C)(C)OC(=O)N1[C@H](CC1)COC=1C=NC=C(C1)Cl (3-(1-t-butoxycarbonyl-2-(R)-azetidinylmethoxy)-5-chloropyridine). The yield is 83.7%. Reaction SMILES: [Cl:1][C:2]1[CH:3]=[C:4]([OH:8])[CH:5]=[N:6][CH:7]=1.[OH-].[K+].S(C1C=CC(C)=CC=1)(O[CH2:15][C@H:16]1[CH2:19][CH2:18][N:17]1[C:20]([O:22][C:23]([CH3:26])([CH3:25])[CH3:24])=[O:21])(=O)=O>CN(C=O)C>[C:23]([O:22][C:20]([N:17]1[CH2:18][CH2:19][C@@H:16]1[CH2:15][O:8][C:4]1[CH:5]=[N:6][CH:7]=[C:2]([Cl:1])[CH:3]=1)=[O:21])([CH3:26])([CH3:24])[CH3:25] |f:1.2|. Procedure details: To a solution of 5-chloro-3-hydroxypyridine (0.3 g, 2.6 mmol) in DMF was added KOH (0.2 g, 3.8 mnol) at room temperature. 1-t-Butoxycarbonyl-2-(R)-azetidinylmethyl tosylate (0.8 g, 2.4 mmol, from example 10d) was then added, and the reaction mixture was stirred at 80° C. for 16 hours. The DMF was removed by washing with H2O/brine (1:1) in EtOAc. The organic layer was dried, concentrated and chromatographed (silica gel; hexane/EtOAc, 5:1 to 1:1) to afford an oil (0.6 g, 87%): 1H NMR (CDCl3, 300 M... The reactants are compound 5, C1(CC1)C=1NC(=C(N1)C)C=1C(=CC(=C(C(=O)O)C1)C)C (5-(2-cyclopropyl-4-methyl-1H-imidazol-5-yl)-2,4-dimethylbenzoic acid), C1(CC1)C=1NC(=C(N1)C)C=1C(=CC(=C(C(=O)O)C1)C)C (5-(2-cyclopropyl-4-methyl-1H-imidazol-5-yl)-2,4-dimethylbenzoic acid), CC=1NC(=C(N1)C)C=1C=C(C(=O)O)C=CC1C (3-(2,4-dimethyl-1H-imidazol-5-yl)-4-methylbenzoic acid), Cl.N1CC(C1)C1=CC=C(C#N)C=C1 (4-(azetidin-3-yl)benzonitrile hydrochloride), Cl.FC1(CNC1)C1=CC=C(C#N)C=C1 (4-(3-Fluoroazetidin-3-yl)benzonitrile hydrochloride), Cl.FC1(CNC1)C1=CC=C(C#N)C=C1 (4-(3-Fluoroazetidin-3-yl)benzonitrile hydrochloride). Yields the product C1(CC1)C=1NC(=C(N1)C)C=1C(=CC(=C(C(=O)N2CC(C2)(F)C2=CC=C(C#N)C=C2)C1)C)C (4-(1-(5-(2-Cyclopropyl-4-methyl-1H-imidazol-5-yl)-2,4-dimethylbenzoyl)-3-fluoroazetidin-3-yl)benzonitrile). Reaction SMILES: [CH:1]1([C:4]2[NH:5][C:6]([C:10]3[C:11]([CH3:20])=[CH:12][C:13]([CH3:19])=[C:14]([CH:18]=3)[C:15]([OH:17])=O)=[C:7]([CH3:9])[N:8]=2)[CH2:3][CH2:2]1.CC1NC(C2C=C(C=CC=2C)C(O)=O)=C(C)N=1.Cl.[F:39][C:40]1([C:44]2[CH:51]=[CH:50][C:47]([C:48]#[N:49])=[CH:46][CH:45]=2)[CH2:43][NH:42][CH2:41]1.Cl.N1CC(C2C=CC(C#N)=CC=2)C1>>[CH:1]1([C:4]2[NH:5][C:6]([C:10]3[C:11]([CH3:20])=[CH:12][C:13]([CH3:19])=[C:14]([CH:18]=3)[C:15]([N:42]3[CH2:41][C:40]([C:44]4[CH:45]=[CH:46][C:47]([C:48]#[N:49])=[CH:50][CH:51]=4)([F:39])[CH2:43]3)=[O:17])=[C:7]([CH3:9])[N:8]=2)[CH2:2][CH2:3]1 |f:2.3,4.5|. Reported procedure: The title compound was prepared using standard chemical manipulations and procedures similar to those used for the preparation of compound 5, except 5-(2-cyclopropyl-4-methyl-1H-imidazol-5-yl)-2,4-dimethylbenzoic acid (compound 160.4) was used in place of 3-(2,4-dimethyl-1H-imidazol-5-yl)-4-methylbenzoic acid (compound 5.7) and 4-(3-fluoroazetidin-3-yl)benzonitrile hydrochloride (compound 43.4) was used in place of 4-(azetidin-3-yl)benzonitrile hydrochloride (compound 5.2). m/z (ES+) 429 (M+H)+.... Starting materials: ClC1=CC(=C(C=C1)C1=CC=C(C=C1)C(CCC(=O)O)=O)[N+](=O)[O-] (4-(4'-chloro-2'-nitro-4-biphenylyl)-4-oxo-butyric acid), C1(CCCCC1)N (cyclohexylamine). The solvent is C(C)(C)O (isopropanol). The product is ClC1=CC(=C(C=C1)C1=CC=C(C=C1)C(CCC(=O)O)O)[N+](=O)[O-] (4-(4'-Chloro-2'-nitro-4-biphenylyl)-4-hydroxy-butyric acid). The yield is 46.0%. Reaction SMILES: [Cl:1][C:2]1[CH:7]=[CH:6][C:5]([C:8]2[CH:13]=[CH:12][C:11]([C:14](=[O:20])[CH2:15][CH2:16][C:17]([OH:19])=[O:18])=[CH:10][CH:9]=2)=[C:4]([N+:21]([O-:23])=[O:22])[CH:3]=1.C1(N)CCCCC1>C(O)(C)C>[Cl:1][C:2]1[CH:7]=[CH:6][C:5]([C:8]2[CH:13]=[CH:12][C:11]([CH:14]([OH:20])[CH2:15][CH2:16][C:17]([OH:19])=[O:18])=[CH:10][CH:9]=2)=[C:4]([N+:21]([O-:23])=[O:22])[CH:3]=1. Reported procedure: Prepared analogous to Example 25 from 4-(4'-chloro-2'-nitro-4-biphenylyl)-4-oxo-butyric acid. Yield: 46% of theory. Melting point of the cyclohexylamine salt: 171°-172° C. (from isopropanol). Starting materials: C(C)(C)(C)OC(=O)C1(CC1)CCCCC(CCCCC(C(=O)OCC)(C)C)=O (ethyl 11-[1-(t-butoxycarbonyl)cyclopropyl]-2,2-dimethyl-7-oxoundecanoate), [OH-].[Na+] (NaOH). The solvent is C(=O)O (HCO2H), CCO (EtOH), O (H2O), CCO (EtOH). Product: C(=O)(O)C1(CC1)CCCCC(CCCCC(C(=O)O)(C)C)=O (11-(1-carboxycyclopropyl)-2,2-dimethyl-7-oxoundecanoic acid). Yield: 79.8%. As a reaction SMILES: C([O:5][C:6]([C:8]1([CH2:11][CH2:12][CH2:13][CH2:14][C:15](=[O:28])[CH2:16][CH2:17][CH2:18][CH2:19][C:20]([CH3:27])([CH3:26])[C:21]([O:23]CC)=[O:22])[CH2:10][CH2:9]1)=[O:7])(C)(C)C.[OH-].[Na+]>C(O)=O.CCO.O>[C:6]([C:8]1([CH2:11][CH2:12][CH2:13][CH2:14][C:15](=[O:28])[CH2:16][CH2:17][CH2:18][CH2:19][C:20]([CH3:26])([CH3:27])[C:21]([OH:23])=[O:22])[CH2:10][CH2:9]1)([OH:7])=[O:5] |f:1.2|. Procedure details: A solution of ethyl 11-[1-(t-butoxycarbonyl)cyclopropyl]-2,2-dimethyl-7-oxoundecanoate (9.27 g, >90% pure by NMR, 21.0 mmol) in HCO2H (50 mL) was stirred for 1.5 h, evaporated in vacuo and coevaporated from toluene (10 mL). The remaining residue was dissolved in a mixture of EtOH and H2O (2:1, 100 mL) and NaOH (5.33 g, 132 mmol) was added. The resulting clear solution was warmed to 80° C. and after 5 h EtOH was evaporated in vacuo. The remaining solution was diluted with H2O to ˜100 mL, extracte...